From a dataset of the Open Reaction Database (ORD), a public repository of structured organic reaction records. describe an organic reaction: reactants, conditions, products, and yield The yield is 71.0%. The reactants are NC=1C=C(C=CC1)C1CN(C1)C(=O)OC(C)(C)C (tert-butyl 3-(3-aminophenyl)azetidine-1-carboxylate), ClC1=CC2=C(SC(=C2C)S(=O)(=O)Cl)C=C1 (5-chloro-3-methylbenzo[b]thiophene-2-sulfonyl chloride). Procedure: Following the same procedure as described in Example 1.7, tert-butyl 3-(3-aminophenyl)azetidine-1-carboxylate (100 mg, 0.40 mmol) was coupled with 5-chloro-3-methylbenzo[b]thiophene-2-sulfonyl chloride (118 mg, 0.42 mmol) to give tert-butyl 3-(3-(5-chloro-3-methylbenzo[b]thiophene-2-sulfonamido)phenyl)azetidine-1-carboxylate (140 mg, 71%). As a reaction SMILES: [NH2:1][C:2]1[CH:3]=[C:4]([CH:8]2[CH2:11][N:10]([C:12]([O:14][C:15]([CH3:18])([CH3:17])[CH3:16])=[O:13])[CH2:9]2)[CH:5]=[CH:6][CH:7]=1.[Cl:19][C:20]1[CH:33]=[CH:32][C:23]2[S:24][C:25]([S:28](Cl)(=[O:30])=[O:29])=[C:26]([CH3:27])[C:22]=2[CH:21]=1>>[Cl:19][C:20]1[CH:33]=[CH:32][C:23]2[S:24][C:25]([S:28]([NH:1][C:2]3[CH:3]=[C:4]([CH:8]4[CH2:9][N:10]([C:12]([O:14][C:15]([CH3:18])([CH3:17])[CH3:16])=[O:13])[CH2:11]4)[CH:5]=[CH:6][CH:7]=3)(=[O:29])=[O:30])=[C:26]([CH3:27])[C:22]=2[CH:21]=1. Product: ClC1=CC2=C(SC(=C2C)S(=O)(=O)NC=2C=C(C=CC2)C2CN(C2)C(=O)OC(C)(C)C)C=C1 (tert-butyl 3-(3-(5-chloro-3-methylbenzo[b]thiophene-2-sulfonamido)phenyl)azetidine-1-carboxylate).